From a dataset of the Open Reaction Database (ORD), a public repository of structured organic reaction records. describe an organic reaction: reactants, conditions, products, and yield Reactants: 5-(dimethylamino), N,N,N'-tetramethyl-m-phenylenediamine, C(C)(=O)OC(C)=O (acetic anhydride), CN(C1=C(C(=O)C2=C(C(=O)O)C=CC(=C2)N(C)C)C=CC(=C1)N(C)C)C (2-(2,4-bis(dimethylamino)benzoyl)-4-(dimethylamino)benzoic acid), CN(C1=CC(=CC=C1)N(C)C)C (N,N,N',N'-tetramethyl-m-phenylenediamine). Solvent: Cl (hydrochloric acid). Yields the product CN(C1=C(C=CC(=C1)N(C)C)C1(OC(=O)C2=CC=C(C=C12)N(C)C)C1=C(C=C(C=C1)N(C)C)N(C)C)C (3,3-bis(2,4-bis(dimethylamino)phenyl)-5-(dimethylamino)phthalide). Reaction SMILES: [CH3:1][N:2]([CH3:26])[C:3]1[CH:22]=[C:21]([N:23]([CH3:25])[CH3:24])[CH:20]=[CH:19][C:4]=1[C:5]([C:7]1[CH:15]=[C:14]([N:16]([CH3:18])[CH3:17])[CH:13]=[CH:12][C:8]=1[C:9]([OH:11])=[O:10])=O.C(OC(=O)C)(=O)C.[CH3:34][N:35]([CH3:45])[C:36]1[CH:41]=[CH:40][CH:39]=[C:38]([N:42]([CH3:44])[CH3:43])[CH:37]=1>Cl>[CH3:43][N:42]([CH3:44])[C:38]1[CH:37]=[C:36]([N:35]([CH3:45])[CH3:34])[CH:41]=[CH:40][C:39]=1[C:5]1([C:4]2[CH:19]=[CH:20][C:21]([N:23]([CH3:24])[CH3:25])=[CH:22][C:3]=2[N:2]([CH3:26])[CH3:1])[C:7]2[C:8](=[CH:12][CH:13]=[C:14]([N:16]([CH3:17])[CH3:18])[CH:15]=2)[C:9](=[O:10])[O:11]1. Procedure details: A mixture of 2-(2,4-bis(dimethylamino)benzoyl)-4-(dimethylamino)benzoic acid or the 5-(dimethylamino) isomer thereof (10 g.), N,N,N'-tetramethyl-m-phenylenediamine (2.30 g.) and acetic anhydride (50 ml.) was warmed (at 30°-35° C.) during one hour. More N,N,N',N'-tetramethyl-m-phenylenediamine (1.15 g.) was added and warming was continued. The mixture was diluted with dilute hydrochloric acid (10%) and ice and filtered. The filtrate was made alkaline. Crystallization of the product from toluene a...